The task is: describe an organic reaction: reactants, conditions, products, and yield. This data is from the Open Reaction Database (ORD), a public repository of structured organic reaction records. Reactants: CCOCC (ether), O (water), NC1=C(C(=NN1C1=C(C=C(C=C1Cl)C(F)(F)F)Cl)C#N)I (5-amino-3-cyano-1-(2,6-dichloro-4-trifluoromethylphenyl)-4-iodopyrazole), tetrakis(tnrphenylphosphine)palladium(0), C1(=CC=CC=C1)C (toluene), C(O)([O-])=O.[Na+] (sodium hydrogen carbonate). Solvent: C(C)O (ethanol). Yields the product NC1=C(C(=NN1C1=C(C=C(C=C1Cl)C(F)(F)F)Cl)C#N)C1=CC2=C(C=C1)OCO2 (5-Amino-3-cyano-1-(2,6-dichloro-4-trifluoromethylphenyl)-4-(3,4-methylenedioxyphenyl)pyrazole). As a reaction SMILES: [NH2:1][C:2]1[N:6]([C:7]2[C:12]([Cl:13])=[CH:11][C:10]([C:14]([F:17])([F:16])[F:15])=[CH:9][C:8]=2[Cl:18])[N:5]=[C:4]([C:19]#[N:20])[C:3]=1I.[C:22](=[O:25])([O-])[OH:23].[Na+].CCOCC.O.[C:33]1(C)[CH:38]=[CH:37][CH:36]=[CH:35][CH:34]=1>C(O)C>[NH2:1][C:2]1[N:6]([C:7]2[C:12]([Cl:13])=[CH:11][C:10]([C:14]([F:17])([F:16])[F:15])=[CH:9][C:8]=2[Cl:18])[N:5]=[C:4]([C:19]#[N:20])[C:3]=1[C:33]1[CH:38]=[CH:37][C:36]2[O:23][CH2:22][O:25][C:35]=2[CH:34]=1 |f:1.2|. Procedure details: To a rapidly stirred solution of 5-amino-3-cyano-1-(2,6-dichloro-4-trifluoromethylphenyl)-4-iodopyrazole (0.894 g) in toluene (4 ml) containing tetrakis(tnrphenylphosphine)palladium(0) (0.04 g) was added saturated aqueous sodium hydrogen carbonate solution (3 ml) and a solution of 3.4-methylenedioxypheny,lboronic acid (0.600 g) in ethanol (2 ml). The mixture was heated under reflux for 4 hours, cooled and then poured into ether (40 ml) and water (40 ml). The organic layer was separated, washed w... Reactants: NC=1C=C(C=CC1)C=1OC2=C(N1)C=C1C=CC=CC1=C2 (2-(3-aminophenyl)naphth[2,3-d]oxazole), C1=CC2=C(C=C1C(=O)O)C(=O)OC2=O (1,2,4-benzenetricarboxylic anhydride). Product: O1C(=NC2=C1C=C1C=CC=CC1=C2)C=2C=C(C=CC2)N2C(C1=CC=C(C=C1C2=O)C(=O)O)=O (2-[3-(Naphth[2,3-d]oxazol-2-yl)phenyl]-2,3-dihydro-1,3-dioxo-1H-isoindole-5-carboxylic acid). RXN SMILES: [NH2:1][C:2]1[CH:3]=[C:4]([C:8]2[O:9][C:10]3[CH:20]=[C:19]4[C:14]([CH:15]=[CH:16][CH:17]=[CH:18]4)=[CH:13][C:11]=3[N:12]=2)[CH:5]=[CH:6][CH:7]=1.[CH:21]1[C:26]([C:27]([OH:29])=[O:28])=[CH:25][C:24]2[C:30]([O:32][C:33](=O)[C:23]=2[CH:22]=1)=[O:31]>>[O:9]1[C:10]2[CH:20]=[C:19]3[C:14](=[CH:13][C:11]=2[N:12]=[C:8]1[C:4]1[CH:3]=[C:2]([N:1]2[C:30](=[O:31])[C:24]4[C:23](=[CH:22][CH:21]=[C:26]([C:27]([OH:29])=[O:28])[CH:25]=4)[C:33]2=[O:32])[CH:7]=[CH:6][CH:5]=1)[CH:15]=[CH:16][CH:17]=[CH:18]3. Procedure: Prepared by the method of Example 1b), from 2-(3-aminophenyl)naphth[2,3-d]oxazole (36 mg, 0.14 mmol) and 1,2,4-benzenetricarboxylic anhydride (30 mg, 0.16 mmol) the title compound was obtained, 30 mg (44%). 1H NMR (DMSO) δ 8.45(m, 2H), 8.38(d, 3H), 8.30(s, 1H), 8.12(m, 3H), 7.82(m, 2H), 7.55(m, 2H). MS 433 m/z (M−H)−. Reactants: COC(=O)C1(F)CCCC1NS(=O)(=O)c1ccc(OCc2ccccc2)cc1, CCOC(C)=O, CO, ClCCl. Product: COC(=O)C1(F)CCCC1NS(=O)(=O)c1ccc(O)cc1. RXN SMILES: [CH2:1]([c:2]1[cH:3][cH:4][cH:5][cH:6][cH:7]1)[O:8][c:9]1[cH:10][cH:11][c:12]([S:15](=[O:16])(=[O:17])[NH:18][CH:19]2[C:20]([C:24](=[O:25])[O:26][CH3:27])([F:28])[CH2:21][CH2:22][CH2:23]2)[cH:13][cH:14]1.[CH3:29][CH2:30][O:31][C:32]([CH3:33])=[O:34].[CH3:38][OH:39].[Cl:35][CH2:36][Cl:37]>>[OH:8][c:9]1[cH:10][cH:11][c:12]([S:15](=[O:16])(=[O:17])[NH:18][CH:19]2[C:20]([C:24](=[O:25])[O:26][CH3:27])([F:28])[CH2:21][CH2:22][CH2:23]2)[cH:13][cH:14]1. Reactants: CC(=O)O, COC(=O)CCCCCCCC(I)CC(F)(F)C(F)(F)F, [Zn]. Yields the product COC(=O)CCCCCCCCCC(F)(F)C(F)(F)F. As a reaction SMILES: [CH3:22][C:23](=[O:24])[OH:25].[F:1][C:2]([CH2:3][CH:4]([CH2:5][CH2:6][CH2:7][CH2:8][CH2:9][CH2:10][CH2:11][C:12](=[O:13])[O:14][CH3:15])[I:16])([C:17]([F:18])([F:19])[F:20])[F:21].[Zn:26]>>[F:1][C:2]([CH2:3][CH2:4][CH2:5][CH2:6][CH2:7][CH2:8][CH2:9][CH2:10][CH2:11][C:12](=[O:13])[O:14][CH3:15])([C:17]([F:18])([F:19])[F:20])[F:21]. Starting materials: [OH-].[Na+] (sodium hydroxide), C(N)(=O)SCC=1NC(SC1)=O (4-carbamoylmercaptomethyl-2(3H)-thiazolone), ClCC(=O)N (chloroacetamide). Run in O (water). Conditions: time 15 minute. Yields the product C(N)(=O)CSCC=1NC(SC1)=O (4-carbamoylmethylthiomethyl-2(3H)-thiazolone). Isolated yield 65.9%. As a reaction SMILES: [OH-].[Na+].[C:3]([S:6][CH2:7][C:8]1[NH:9][C:10](=[O:13])[S:11][CH:12]=1)(=O)N.ClC[C:16]([NH2:18])=[O:17]>O>[C:16]([CH2:3][S:6][CH2:7][C:8]1[NH:9][C:10](=[O:13])[S:11][CH:12]=1)(=[O:17])[NH2:18] |f:0.1|. Procedure details: 9.0 ml of 10N (40%) sodium hydroxide solution are added dropwise to a suspension containing 5.7 g (0.03 mol) of 4-carbamoylmercaptomethyl-2(3H)-thiazolone [compound of the formula (Ib)] in 27 ml of water and 18 ml of ethanol at 25° to 30° C. while bubbling an inert gas through the mixture. After 15 minutes, 3.0 g (0.032 mol) of chloroacetamide are added to the reaction mixture which is then stirred for 16 hours. After filtering off the insoluble material, the filtrate is acidified by adding 5 ml... Reactants: Cc1cc(Br)nc(C)c1O, CC(C)O, FC(F)Cl, [Na+], [OH-]. Yields the product Cc1cc(Br)nc(C)c1OC(F)F. As a reaction SMILES: [Br:1][c:2]1[cH:3][c:4]([CH3:10])[c:5]([OH:9])[c:6]([CH3:8])[n:7]1.[CH:15]([OH:16])([CH3:17])[CH3:18].[Cl:11][CH:12]([F:13])[F:14].[Na+:20].[OH-:19]>>[Br:1][c:2]1[cH:3][c:4]([CH3:10])[c:5]([O:9][CH:12]([F:13])[F:14])[c:6]([CH3:8])[n:7]1. Starting materials: CCOC=C(C(=O)OCC)C(=O)OCC, Nc1nccc2ccccc12. The product is CCOC(=O)C(=CNc1nccc2ccccc12)C(=O)OCC. Reaction SMILES: [CH2:12]([O:13][CH:15]=[C:16]([C:17](=[O:18])[O:19][CH2:20][CH3:21])[C:22](=[O:23])[O:24][CH2:25][CH3:26])[CH3:14].[NH2:1][c:2]1[n:3][cH:4][cH:5][c:6]2[cH:7][cH:8][cH:9][cH:10][c:11]12>>[NH:1]([c:2]1[n:3][cH:4][cH:5][c:6]2[cH:7][cH:8][cH:9][cH:10][c:11]12)[CH:15]=[C:16]([C:17](=[O:18])[O:19][CH2:20][CH3:21])[C:22](=[O:23])[O:24][CH2:25][CH3:26].